Dataset: the Open Reaction Database (ORD), a public repository of structured organic reaction records. Task: describe an organic reaction: reactants, conditions, products, and yield Reactants: C(C)OC(C=1C=C(C=CC1)C1=NC=C2C=3N1CCC3NC(C=C2)=O)OCC (1-(3-Diethoxymethyl-phenyl)-8,9-dihydro-7H-2,7,9a-triaza-benzo[cd]azulen-6-one), CCO (EtOH), S(O)(O)(=O)=O (sulfuric acid). Run in O (water). The product is O=C1C=CC=2C=3N(CCC3N1)C(=NC2)C2=CC=C(C=O)C=C2 (4-(6-Oxo-6,7,8,9-tetrahydro-2,7,9a-triaza-benzo[cd]azulen-1-yl)-benzaldehyde). Yield: 74.0%. Reaction SMILES: C(OC(OCC)[C:5]1[CH:6]=[C:7]([C:11]2[N:16]3[CH2:17][CH2:18][C:19]4[NH:20][C:21](=[O:24])[CH:22]=[CH:23][C:14]([C:15]=43)=[CH:13][N:12]=2)[CH:8]=[CH:9][CH:10]=1)C.S(=O)(=O)(O)O.C[CH2:34][OH:35]>O>[O:24]=[C:21]1[NH:20][C:19]2[CH2:18][CH2:17][N:16]3[C:11]([C:7]4[CH:6]=[CH:5][C:10]([CH:34]=[O:35])=[CH:9][CH:8]=4)=[N:12][CH:13]=[C:14]([C:15]=23)[CH:23]=[CH:22]1. Reported procedure: 1-(3-Diethoxymethyl-phenyl)-8,9-dihydro-7H-2,7,9a-triaza-benzo[cd]azulen-6-one (0.79 g, 2.18 mmol) was dissolved in EtOH (22 mL) and water (22 mL). Concentrated sulfuric acid (0.5 mL) was added, and the reaction brought to reflux for 5 h. The reaction mixture was cooled to rt, and the EtOH removed in vacuo. The residue was diluted with saturated NaHCO3, and the resulting solids were filtered and washed with water, then dried under vacuum overnight to produce 0.47 g (74%) of white solid: 1H NMR (... Starting materials: S(=O)(Cl)Cl (Thionyl chloride), OCC1=NC2=C(N1)C=CC=C2[N+](=O)[O-] (2-hydroxymethyl-4-nitro-1H-benzimidazole). Product: ClCC1=NC2=C(N1)C=CC=C2[N+](=O)[O-] (2-chloromethyl-4-nitro-1H-benzimidazole). RXN SMILES: S(Cl)([Cl:3])=O.O[CH2:6][C:7]1[NH:11][C:10]2[CH:12]=[CH:13][CH:14]=[C:15]([N+:16]([O-:18])=[O:17])[C:9]=2[N:8]=1>>[Cl:3][CH2:6][C:7]1[NH:11][C:10]2[CH:12]=[CH:13][CH:14]=[C:15]([N+:16]([O-:18])=[O:17])[C:9]=2[N:8]=1. Procedure: Thionyl chloride (8.3 ml) was added dropwise to 2-hydroxymethyl-4-nitro-1H-benzimidazole (1.15 g) at 0° C. and the suspension was then heated at reflux for 3 hours. The excess of thionyl chloride was removed in vacuo, and the residue was poured into ice and adjusted to pH 7 with saturated sodium bicarbonate aqueous solution. The precipitate was collected by vacuum filtration and washed water to give 2-chloromethyl-4-nitro-1H-benzimidazole (1.32 g). Reactants: O1C=NC=C1C=1C=C(C=CC1)N (3-oxazol-5-yl-phenylamine), [N+](=O)([O-])C1=CC=C(C=C1)S(=O)(=O)Cl (4-nitro-benzenesulfonyl chloride). Solvent: N1=CC=CC=C1 (pyridine). Product: [N+](=O)([O-])C1=CC=C(C=C1)S(=O)(=O)NC1=CC(=CC=C1)C1=CN=CO1 (4-Nitro-N-(3-oxazol-5-yl-phenyl)-benzenesulfonamide). Isolated yield 58.8%. As a reaction SMILES: [O:1]1[C:5]([C:6]2[CH:7]=[C:8]([NH2:12])[CH:9]=[CH:10][CH:11]=2)=[CH:4][N:3]=[CH:2]1.[N+:13]([C:16]1[CH:21]=[CH:20][C:19]([S:22](Cl)(=[O:24])=[O:23])=[CH:18][CH:17]=1)([O-:15])=[O:14]>N1C=CC=CC=1>[N+:13]([C:16]1[CH:17]=[CH:18][C:19]([S:22]([NH:12][C:8]2[CH:9]=[CH:10][CH:11]=[C:6]([C:5]3[O:1][CH:2]=[N:3][CH:4]=3)[CH:7]=2)(=[O:24])=[O:23])=[CH:20][CH:21]=1)([O-:15])=[O:14]. Procedure details: A solution of 3-oxazol-5-yl-phenylamine (0.5 g, 3.1 mmol) and 4-nitro-benzenesulfonyl chloride (0.91 g, 4.1 mmol) in pyridine (20 ml) was stirred over weekend at room temperature. The residue was partitioned between EtOAc and H2O. The organic layer was separated, washed twice with H2O and once with saturated aqueous sodium chloride solution, dried and concentrated by evaporation. The residue was purified by column chromatography on silica-gel (5%-15% EtOAc-hexane) to afford 0.63 g of product. The reactants are IC1=CC=C(C=C1)O (p-Iodophenol), C(=O)([O-])[O-].[K+].[K+] (K2CO3), resin, FC1=CC=C(C=C1)B(O)O (4-fluorobenzene boronic acid). Reagents/catalysts: CC(=O)[O-].CC(=O)[O-].[Pd+2] (Pd(OAc)2). The solvent is O1CCOCC1.O (dioxane water). Reaction conditions: temperature 100 celsius, time 36 hour. Product: FC1=CC=C(C=C1)C1=CC=C(C=C1)O (4′-Fluoro-biphenyl-4-ol). As a reaction SMILES: I[C:2]1[CH:7]=[CH:6][C:5]([OH:8])=[CH:4][CH:3]=1.[F:9][C:10]1[CH:15]=[CH:14][C:13](B(O)O)=[CH:12][CH:11]=1.C([O-])([O-])=O.[K+].[K+]>O1CCOCC1.O.CC([O-])=O.CC([O-])=O.[Pd+2]>[F:9][C:10]1[CH:15]=[CH:14][C:13]([C:2]2[CH:7]=[CH:6][C:5]([OH:8])=[CH:4][CH:3]=2)=[CH:12][CH:11]=1 |f:2.3.4,5.6,7.8.9|. Reported procedure: A mixture of p-Iodophenol linked to the Wang's resin from Step A (1 eq), 4-fluorobenzene boronic acid (6 eq), K2CO3 (12 eq) and Pd(OAc)2 (0.5 eq) were suspended in a mixture of dioxane/water (6/1) and the mixture was heated at 100° C. and stirring for 36 hours. The resin was washed with DMF/H2O and MeOH/THF/HCl diluted and MeOH/CH2Cl2. After it was dried, was suspended in dichloromethane, and TFA 95% was added. The mixture was stirred at room temperature for 30 min then filtered and washed with ... Starting materials: C(C)C1C(CCC(C(OC(C2CCCCN2C(C(C2(C(CC(C(C(CC(C(C(=C1)C)F)C)OC)O2)OC)C)O)=O)=O)=O)C(=CC2CC(C(CC2)N=[N+]=[N-])OC)C)C)=O (17-ethyl-20-fluoro-1-hydroxy-12-[2'-(4"-azido-3"-methoxycyclohexyl)-1'-methylvinyl]-23,25-dimethoxy-13,19,21,27-tetramethyl-11,28-dioxa-4-azatricyclo[22.3.1.04,9 ]octacos-18-ene-2,3,10,16-tetraone), C1(=CC=CC=C1)P(C1=CC=CC=C1)C1=CC=CC=C1 (triphenylphosphine). Solvent: C1=CC=CC=C1 (benzene). Conditions: temperature 70 celsius, time 25 hour. Product: [OH-].[NH4+] (ammonium hydroxide), C(C)C1C(CCC(C(OC(C2CCCCN2C(C(C2(C(CC(C(C(CC(C(C(=C1)C)F)C)OC)O2)OC)C)O)=O)=O)=O)C(=CC2CC(C(CC2)N)OC)C)C)=O (17-Ethyl-20-fluoro-1-hydroxy-12-[2'-(4"-amino-3"-methoxycyclohexyl)-1'-methylvinyl]-23,25-dimethoxy-13,19,21,27-tetramethyl-11,28-dioxa-4-azatricyclo[22.3.1.04,9 ]octacos-18-ene-2,3,10,16-tetraone). Yield: 161.8%. Reaction SMILES: [CH2:1]([CH:3]1[CH:29]=[C:28]([CH3:30])[CH:27]([F:31])[CH:26]([CH3:32])[CH2:25][CH:24]([O:33][CH3:34])[CH:23]2[O:35][C:19]([OH:39])([CH:20]([CH3:38])[CH2:21][CH:22]2[O:36][CH3:37])[C:18](=[O:40])[C:17](=[O:41])[N:16]2[CH:11]([CH2:12][CH2:13][CH2:14][CH2:15]2)[C:10](=[O:42])[O:9][CH:8]([C:43]([CH3:56])=[CH:44][CH:45]2[CH2:50][CH2:49][CH:48]([N:51]=[N+]=[N-])[CH:47]([O:54][CH3:55])[CH2:46]2)[CH:7]([CH3:57])[CH2:6][CH2:5][C:4]1=[O:58])[CH3:2].C1(P(C2C=CC=CC=2)C2C=CC=CC=2)C=CC=CC=1>C1C=CC=CC=1>[OH-:9].[NH4+:16].[CH2:1]([CH:3]1[CH:29]=[C:28]([CH3:30])[CH:27]([F:31])[CH:26]([CH3:32])[CH2:25][CH:24]([O:33][CH3:34])[CH:23]2[O:35][C:19]([OH:39])([CH:20]([CH3:38])[CH2:21][CH:22]2[O:36][CH3:37])[C:18](=[O:40])[C:17](=[O:41])[N:16]2[CH:11]([CH2:12][CH2:13][CH2:14][CH2:15]2)[C:10](=[O:42])[O:9][CH:8]([C:43]([CH3:56])=[CH:44][CH:45]2[CH2:50][CH2:49][CH:48]([NH2:51])[CH:47]([O:54][CH3:55])[CH2:46]2)[CH:7]([CH3:57])[CH2:6][CH2:5][C:4]1=[O:58])[CH3:2] |f:3.4|. Procedure details: To a solution of 17-ethyl-20-fluoro-1-hydroxy-12-[2'-(4"-azido-3"-methoxycyclohexyl)-1'-methylvinyl]-23,25-dimethoxy-13,19,21,27-tetramethyl-11,28-dioxa-4-azatricyclo[22.3.1.04,9 ]octacos-18-ene-2,3,10,16-tetraone (12 mg) in 10% aqueous benzene (0.5 ml) was added triphenylphosphine (4.2 mg) and the mixture heated to 70° C. with stirring. After 25 hours, the stir bar was removed and the reaction cooled to room temperature. The mixture was concentrated to 10% volume in vacuo and applied directly t... Starting materials: NC1=C2C=CN=CC2=CC=C1 (5-aminoisoquinoline). The reagents and catalysts are [Pt]=O (platinum oxide). Run in C(C)(=O)O (acetic acid), S(O)(O)(=O)=O (sulfuric acid). Product: NC1=C2CCNCC2=CC=C1 (5-Amino-1,2,3,4-tetrahydroisoquinoline). The yield is 63.1%. Reaction SMILES: [NH2:1][C:2]1[CH:11]=[CH:10][CH:9]=[C:8]2[C:3]=1[CH:4]=[CH:5][N:6]=[CH:7]2>C(O)(=O)C.S(=O)(=O)(O)O.[Pt]=O>[NH2:1][C:2]1[CH:11]=[CH:10][CH:9]=[C:8]2[C:3]=1[CH2:4][CH2:5][NH:6][CH2:7]2. Procedure: A solution of 5-aminoisoquinoline (10 g, 69 mmol) in glacial acetic acid (150 ml) and concentrated sulfuric acid (1 ml) was hydrogenated over platinum oxide (1 g) at 55 psi for 20h. The acetic acid was then removed in vacuo and the residue treated with saturated aqueous potassium carbonate (100 ml) and extracted with dichloromethane. The organic layer was dried over sodium sulfate and concentrated in vacuo to afford the title compound (6.45 g). As a reaction SMILES: [CH2:14]([CH:15]=[CH2:16])[NH2:17].[CH3:1][c:2]1[cH:3][cH:4][cH:5][c:6]([CH:8]([C:9](=[S:10])[NH2:11])[CH:12]=[CH2:13])[n:7]1>>[CH3:1][c:2]1[cH:3][cH:4][cH:5][c:6]([CH:8]([C:9](=[S:10])[NH:11][CH2:16][CH:15]=[CH2:14])[CH:12]=[CH2:13])[n:7]1. Starting materials: C=CCN, C=CC(C(N)=S)c1cccc(C)n1. Yields the product C=CCNC(=S)C(C=C)c1cccc(C)n1. The reactants are N(N)C1=NC=CC=C1 (2-hydrazinopyridine), C(C)(C)C1=CC=C(C=O)C=C1 (4-isopropylbenzaldehyde). Run in C(C)O (ethanol). Reaction conditions: temperature 100 celsius, time 1 minute. The product is N1=C(C=CC=C1)NN=CC1=CC=C(C=C1)C(C)C (4-isopropylbenzaldehyde-2-pyridylhydrazone). Yield: 76.0%. Reaction SMILES: [NH:1]([C:3]1[CH:8]=[CH:7][CH:6]=[CH:5][N:4]=1)[NH2:2].[CH:9]([C:12]1[CH:19]=[CH:18][C:15]([CH:16]=O)=[CH:14][CH:13]=1)([CH3:11])[CH3:10]>C(O)C>[N:4]1[CH:5]=[CH:6][CH:7]=[CH:8][C:3]=1[NH:1][N:2]=[CH:16][C:15]1[CH:18]=[CH:19][C:12]([CH:9]([CH3:11])[CH3:10])=[CH:13][CH:14]=1. Procedure details: In 20 ml of ethanol was dissolved 5.46 g of 2-hydrazinopyridine. With 7.41 g of 4-isopropylbenzaldehyde added, the solution was agitated. Fine crystals started precipitating within about 30 seconds and the entire solution solidified within about 1 minute. 10 ml of ethanol was added to the mass, which was refluxed at 100° C. for 40 minutes. The reaction solution was allowed to cool at room temperature and further cooled down to 5° to 10° C. to cause crystals to fully precipitate, which were colle... The reactants are Cl.Cl.ClC1=C(C=CC=C1)NC1CCNCC1 ((2-chloro-phenyl)-piperidin-4-yl-amine dihydrochloride), C1(=CC=CC=C1)C1=CN=C(S1)NC(CC(=O)O)=O (N-(5-phenyl-thiazol-2-yl)-malonamic acid), CCN(C(C)C)C(C)C (DIPEA), C=1C=CC2=C(C1)N=NN2O (HOBt), CCN=C=NCCCN(C)C.Cl (EDCI.HCl). The solvent is CN(C)C=O (DMF), O (water). Reaction conditions: time 8 hour. Yields the product ClC1=C(C=CC=C1)NC1CCN(CC1)C(CC(=O)NC=1SC(=CN1)C1=CC=CC=C1)=O (3-[4-(2-chloro-phenylamino)-piperidin-1-yl]-3-oxo-N-(5-phenyl-thiazol-2-yl)-propionamide). Isolated yield 27.5%. As a reaction SMILES: [C:1]1([C:7]2[S:11][C:10]([NH:12][C:13](=[O:18])[CH2:14][C:15]([OH:17])=O)=[N:9][CH:8]=2)[CH:6]=[CH:5][CH:4]=[CH:3][CH:2]=1.CCN(C(C)C)C(C)C.C1C=CC2N(O)N=NC=2C=1.CCN=C=NCCCN(C)C.Cl.Cl.Cl.[Cl:52][C:53]1[CH:58]=[CH:57][CH:56]=[CH:55][C:54]=1[NH:59][CH:60]1[CH2:65][CH2:64][NH:63][CH2:62][CH2:61]1>CN(C=O)C.O>[Cl:52][C:53]1[CH:58]=[CH:57][CH:56]=[CH:55][C:54]=1[NH:59][CH:60]1[CH2:65][CH2:64][N:63]([C:15](=[O:17])[CH2:14][C:13]([NH:12][C:10]2[S:11][C:7]([C:1]3[CH:2]=[CH:3][CH:4]=[CH:5][CH:6]=3)=[CH:8][N:9]=2)=[O:18])[CH2:62][CH2:61]1 |f:3.4,5.6.7|. Reported procedure: To a stirred solution of N-(5-phenyl-thiazol-2-yl)-malonamic acid (0.075 g, 0.00028 mole) in DMF (2 mL) was added DIPEA (0.11 g, 0.00085 mole), HOBt (0.038 g, 0.00028 mole) and EDCI.HCl (0.065 g, 0.00034 mol). After 2 minutes (2-chloro-phenyl)-piperidin-4-yl-amine dihydrochloride (0.077 g, 0.00031 mol) was added and the resulting mixture was stirred overnight. The reaction mixture was then diluted with cold water and the product was extracted with ethyl acetate. The ethyl acetate layer was dried...